This data is from the Open Reaction Database (ORD), a public repository of structured organic reaction records. The task is: describe an organic reaction: reactants, conditions, products, and yield Reactants: FC1=C(N)C=C(C=C1)[N+](=O)[O-] (2-Fluoro-5-nitroaniline), CS(=O)(=O)Cl (methanesulfonylchloride), ice, [OH-].[Na+] (sodium hydroxide). Run in N1=CC=CC=C1 (pyridine). Run at time 2 hour. Yields the product FC1=C(NS(=O)(=O)C)C=C(C=C1)[N+](=O)[O-] (2′-fluoro-5′-nitromethanesulfonanilide). Isolated yield 92.6%. Reaction SMILES: [F:1][C:2]1[CH:8]=[CH:7][C:6]([N+:9]([O-:11])=[O:10])=[CH:5][C:3]=1[NH2:4].[CH3:12][S:13](Cl)(=[O:15])=[O:14].[OH-].[Na+]>N1C=CC=CC=1>[F:1][C:2]1[CH:8]=[CH:7][C:6]([N+:9]([O-:11])=[O:10])=[CH:5][C:3]=1[NH:4][S:13]([CH3:12])(=[O:15])=[O:14] |f:2.3|. Procedure details: 2-Fluoro-5-nitroaniline (15.7 g) solution in pyridine (100 ml) was added drop-wise with methanesulfonylchloride (17.2 g) in an ice bathing. After being stirred for 2 hours at room temperature, the reaction mixture was added with 2N sodium hydroxide (200 ml) and washed with hexane (200 ml) two times. 2N HCl (300 ml) was added into the resultant aqueous layer and solids separated were collected by filtration, washed with water and dried under vacuum to obtain 2′-fluoro-5′-nitromethanesulfonanilide... Reactants: C(=O)NCC=1N=CN2C1SC(=C2)C=2[C@@H]([C@H]1N(C2C(=O)OCC2=CC=C(C=C2)[N+](=O)[O-])C([C@@H]1[C@@H](C)O)=O)C (4-nitrobenzyl (1S,5R,6S)-2-(7-formylaminomethyl imidazo[5,1-b]thiazol-2-yl)-6-((1R)-1-hydroxyethyl)-1-methyl-1-carbapen-2-em-3-carboxylate), CI (methyl iodide). Reagents/catalysts: [Pd] (Pd-C). Run in C1CCOC1 (THF), P(=O)([O-])([O-])[O-].[Na+].[Na+].[Na+] (sodium phosphate), CN(C)C=O (DMF). Run at time 12 hour. The product is C(=O)NCC=1N(C=[N+]2C1SC(=C2)C=2[C@@H]([C@H]1N(C2C(=O)[O-])C([C@@H]1[C@@H](C)O)=O)C)C ((1S,5R,6S)-2-(7-formylaminomethyl-6-methylimidazo[5,1-b]thiazolium-2-yl)-6-((1R)-1-hydroxyethyl)-1-methyl-1-carbapen-2-em-3-carboxylate). As a reaction SMILES: [CH:1]([NH:3][CH2:4][C:5]1[N:6]=[CH:7][N:8]2[CH:12]=[C:11]([C:13]3[C@H:14]([CH3:37])[C@@H:15]4[C@@H:32]([C@H:33]([OH:35])[CH3:34])[C:31](=[O:36])[N:16]4[C:17]=3[C:18]([O:20]CC3C=CC([N+]([O-])=O)=CC=3)=[O:19])[S:10][C:9]=12)=[O:2].[CH3:38]I>CN(C=O)C.C1COCC1.P([O-])([O-])([O-])=O.[Na+].[Na+].[Na+].[Pd]>[CH:1]([NH:3][CH2:4][C:5]1[N:6]([CH3:38])[CH:7]=[N+:8]2[CH:12]=[C:11]([C:13]3[C@H:14]([CH3:37])[C@@H:15]4[C@@H:32]([C@H:33]([OH:35])[CH3:34])[C:31](=[O:36])[N:16]4[C:17]=3[C:18]([O-:20])=[O:19])[S:10][C:9]=12)=[O:2] |f:4.5.6.7|. Procedure: To a solution of 134 mg of 4-nitrobenzyl (1S,5R,6S)-2-(7-formylaminomethyl imidazo[5,1-b]thiazol-2-yl)-6-((1R)-1-hydroxyethyl)-1-methyl-1-carbapen-2-em-3-carboxylate in 2 ml of DMF was added 1.6 ml of methyl iodide, and the mixture was stirred at room temperature for 12 hours. The solvent was removed under reduced pressure. The residue thus obtained was dissolved in 5 ml of THF and 5 ml of 0.1 M sodium phosphate buffer (pH 6.8), and 150 mg of 10% Pd-C. The reactor was purged with hydrogen, the r... Reactants: CC(=CC)C=1C=CC(=NC1)N (5-(1-methyl-propenyl)-pyridin-2-ylamine). The reagents and catalysts are [Pd] (palladium on charcoal). Solvent: C(C)O (ethanol). Yields the product C(C)(CC)C=1C=CC(=NC1)N (5-sec-butyl-pyridin-2-ylamine). Isolated yield 68.9%. RXN SMILES: [CH3:1][C:2]([C:5]1[CH:6]=[CH:7][C:8]([NH2:11])=[N:9][CH:10]=1)=[CH:3][CH3:4]>C(O)C.[Pd]>[CH:2]([C:5]1[CH:6]=[CH:7][C:8]([NH2:11])=[N:9][CH:10]=1)([CH2:3][CH3:4])[CH3:1]. Procedure: A solution of 130 mg (0.87 mmol) of 5-(1-methyl-propenyl)-pyridin-2-ylamine in ethanol (5 mL) was reduced over palladium on charcoal (10 wt %, 13 mg) under a hydrogen atmosphere at room temperature for 18 h. The catalyst was separated by filtration through Celite® and washed with ethanol (5 mL). The filtrate was concentrated under reduced pressure. The residue was purified by column chromatography (silica, eluent ethyl acetate) to afford 90 mg of 5-sec-butyl-pyridin-2-ylamine. ES−MS: m/z 151 [M+... The reactants are ClC1=CC=C2C=CC(=NC2=N1)C1NC(C2=CC=CC=C12)=O (3-(7-chloro-1,8-naphthyridin-2-yl)-1-isoindolinone), CN(C=O)C (dimethylformamide), O=C1CCC(CC1)C(=O)O (4-oxocyclohexanecarboxylic acid), N12CCCCCC2=NCCC1 (1,8-diazabicyclo[5.4.0]undec-7-ene). Yields the product O=C1CCC(CC1)C(=O)OC1N(C(C2=CC=CC=C12)=O)C1=NC2=NC(=CC=C2C=C1)Cl (2-(7-chloro-1,8-naphthyridin-2-yl)-3-oxo-1-isoindolinyl 4-oxocyclohexanecarboxylate). RXN SMILES: [Cl:1][C:2]1[N:11]=[C:10]2[C:5]([CH:6]=[CH:7][C:8](C3C4C(=CC=CC=4)C(=O)N3)=[N:9]2)=[CH:4][CH:3]=1.[O:22]=[C:23]1[CH2:28][CH2:27][CH:26]([C:29]([OH:31])=[O:30])[CH2:25][CH2:24]1.N12[CH2:42][CH2:41][CH2:40][N:39]=[C:38]1[CH2:37][CH2:36][CH2:35][CH2:34]C2.CN(C)C=[O:46]>>[O:22]=[C:23]1[CH2:28][CH2:27][CH:26]([C:29]([O:31][CH:40]2[C:41]3[C:37](=[CH:36][CH:35]=[CH:34][CH:42]=3)[C:38](=[O:46])[N:39]2[C:8]2[CH:7]=[CH:6][C:5]3[C:10](=[N:11][C:2]([Cl:1])=[CH:3][CH:4]=3)[N:9]=2)=[O:30])[CH2:25][CH2:24]1. Reported procedure: The procedure is as in Example 1, but starting with 3-(7-chloro-1,8-naphthyridin-2-yl)-1-isoindolinone (9.9 g) in anhydrous dimethylformamide (100 cc), 4-oxocyclohexanecarboxylic acid (4.25 g) and 1,8-diazabicyclo[5.4.0]undec-7-ene (4.6 g). After recrystallization in acetonitrile, 2-(7-chloro-1,8-naphthyridin-2-yl)-3-oxo-1-isoindolinyl 4-oxocyclohexanecarboxylate (8.5 g), m.p. 203° C., is obtained. Starting materials: ClC1=CC=C(CN2CCCC3=CC=CC(=C23)C(=O)N[C@@H](C)C2=CC=C(C(=O)OC)C=C2)C=C1 (methyl 4-[(1S)-1-({[1-(4-chlorobenzyl)-1,2,3,4-tetrahydroquinolin-8-yl]carbonyl}amino)ethyl]benzoate), [OH-].[Na+] (sodium hydroxide), Cl (hydrochloric acid). Run in C1CCOC1 (THF), CO (methanol). Reaction conditions: time 2 day. Yields the product Cl.ClC1=CC=C(CN2CCCC3=CC=CC(=C23)C(=O)N[C@@H](C)C2=CC=C(C(=O)O)C=C2)C=C1 (4-[(1S)-1-({[1-(4-chlorobenzyl)-1,2,3,4-tetrahydroquinolin-8-yl]carbonyl}amino)ethyl]benzoic acid hydrochloride). Isolated yield 143.4%. Reaction SMILES: [Cl:1][C:2]1[CH:33]=[CH:32][C:5]([CH2:6][N:7]2[C:16]3[C:11](=[CH:12][CH:13]=[CH:14][C:15]=3[C:17]([NH:19][C@H:20]([C:22]3[CH:31]=[CH:30][C:25]([C:26]([O:28]C)=[O:27])=[CH:24][CH:23]=3)[CH3:21])=[O:18])[CH2:10][CH2:9][CH2:8]2)=[CH:4][CH:3]=1.[OH-].[Na+].Cl>C1COCC1.CO>[ClH:1].[Cl:1][C:2]1[CH:3]=[CH:4][C:5]([CH2:6][N:7]2[C:16]3[C:11](=[CH:12][CH:13]=[CH:14][C:15]=3[C:17]([NH:19][C@H:20]([C:22]3[CH:23]=[CH:24][C:25]([C:26]([OH:28])=[O:27])=[CH:30][CH:31]=3)[CH3:21])=[O:18])[CH2:10][CH2:9][CH2:8]2)=[CH:32][CH:33]=1 |f:1.2,6.7|. Procedure: To a solution of methyl 4-[(1S)-1-({[1-(4-chlorobenzyl)-1,2,3,4-tetrahydroquinolin-8-yl]carbonyl}amino)ethyl]benzoate (129 mg) in THF (2.0 mL) and methanol (1.0 mL) was added a 1 M aqueous sodium hydroxide solution (1.0 mL) at room temperature, followed by stirring for 2 days. The reaction mixture was neutralized by adding 1 M hydrochloric acid (1.0 mL) at room temperature, followed by extraction with ethyl acetate. The organic layer was washed with saturated brine and dried over anhydrous sodiu...